The task is: describe an organic reaction: reactants, conditions, products, and yield. This data is from the Open Reaction Database (ORD), a public repository of structured organic reaction records. The product is OC1CCN(CC1)C(CC(C(C)C)=O)=O (1-(4-Hydroxypiperidin-1-yl)-4-methylpentane-1,3-dione). As a reaction SMILES: CO[C:3](=[O:10])[CH2:4][C:5](=[O:9])[CH:6]([CH3:8])[CH3:7].[OH:11][CH:12]1[CH2:17][CH2:16][NH:15][CH2:14][CH2:13]1>>[OH:11][CH:12]1[CH2:17][CH2:16][N:15]([C:3](=[O:10])[CH2:4][C:5](=[O:9])[CH:6]([CH3:7])[CH3:8])[CH2:14][CH2:13]1. The yield is 94.8%. Starting materials: COC(CC(C(C)C)=O)=O (4-methyl-3-oxovaleric acid methyl ester), OC1CCNCC1 (4-hydroxypiperidine). Procedure: 0.351 mol (49.6 ml) of 4-methyl-3-oxovaleric acid methyl ester and 0.369 mol (37.3 g) of 4-hydroxypiperidine were stirred for 6 h at 120° C. in a Dean-Stark apparatus. 12 ml of methanol were collected. Subsequently, the excess starting materials were distilled off for 3 h on a rotary evaporator (80° C. water bath, 2 mbar). 71 g of the title compound were obtained. The reactants are [H-].[Al+3].[Li+].[H-].[H-].[H-] (lithium aluminum hydride), [Cl-].[Al+3].[Cl-].[Cl-] (aluminum chloride), C(C1=CC=CC=C1)N1C(C(OC2=C3C1=C1CCCCC1=NC3=CC=C2)CC)=O (1-Benzyl-3-ethyl-1,3,9,10,11,12-hexahydro-2H-quino[4,3,2-ef][1,4]benzoxazepin-2-one). The solvent is O1CCCC1 (tetrahydrofuran), O1CCCC1 (tetrahydrofuran). Reaction conditions: time 5 minute. Product: C(C1=CC=CC=C1)N1CC(OC2=C3C1=C1CCCCC1=NC3=CC=C2)CC (1-Benzyl-3-ethyl-2,3,9,10,11,12-hexahydro-1H-quino[4,3,2-ef][1,4]benzoxazepine). The yield is 68.0%. RXN SMILES: [H-].[Al+3].[Li+].[H-].[H-].[H-].[Cl-].[Al+3].[Cl-].[Cl-].[CH2:11]([N:18]1[C:24]2=[C:25]3[C:30](=[N:31][C:32]4=[CH:33][CH:34]=[CH:35][C:22](=[C:23]24)[O:21][CH:20]([CH2:36][CH3:37])[C:19]1=O)[CH2:29][CH2:28][CH2:27][CH2:26]3)[C:12]1[CH:17]=[CH:16][CH:15]=[CH:14][CH:13]=1>O1CCCC1>[CH2:11]([N:18]1[C:24]2=[C:25]3[C:30](=[N:31][C:32]4=[CH:33][CH:34]=[CH:35][C:22](=[C:23]24)[O:21][CH:20]([CH2:36][CH3:37])[CH2:19]1)[CH2:29][CH2:28][CH2:27][CH2:26]3)[C:12]1[CH:13]=[CH:14][CH:15]=[CH:16][CH:17]=1 |f:0.1.2.3.4.5,6.7.8.9|. Procedure details: To a solution of lithium aluminum hydride in tetrahydrofuran (1M, 11.75 ml) and dry tetrahydrofuran (30 ml) was added aluminum chloride (1.57 g) in portions. The mixture was stirred for five mins. 1-Benzyl-3-ethyl-1,3,9,10,11,12-hexahydro-2H-quino[4,3,2-ef][1,4]benzoxazepin-2-one (4.37 g) was added and stirring was continued for three hrs. The reaction mixture was quenched with ethyl acetate (200 ml), 10% sodium hydroxide solution (200 ml) was added, and the organic layer was separated, dried ov... The reactants are NCCCNC1=NC=C(C=C1C)[N+](=O)[O-] (2-(3-Aminopropylamino)-3-methyl-5-nitropyridine), [N+](=O)([O-])NC1=NC=C(C(N1)=O)CC=1C=NC(=CC1)C (2-nitroamino-5-(6-methylpyrid-3-ylmethyl)-4-pyrimidone), C(C)O (ethanol). Solvent: N1=CC=CC=C1 (pyridine). The product is O.CC=1C(=NC=C(C1)[N+](=O)[O-])NCCCNC1=NC=C(C(N1)=O)CC=1C=NC(=CC1)C.CC=1C(=NC=C(C1)[N+](=O)[O-])NCCCNC1=NC=C(C(N1)=O)CC=1C=NC(=CC1)C (2-[3-(3-methyl-5-nitropyrid-2-ylamino)propylamino]-5-(6-methylpyrid-3-ylmethyl)-4-pyrimidone hemihydrate). Yield: 79.7%. As a reaction SMILES: [NH2:1][CH2:2][CH2:3][CH2:4][NH:5][C:6]1[C:11]([CH3:12])=[CH:10][C:9]([N+:13]([O-:15])=[O:14])=[CH:8][N:7]=1.[N+]([NH:19][C:20]1[NH:25][C:24](=[O:26])[C:23]([CH2:27][C:28]2[CH:29]=[N:30][C:31]([CH3:34])=[CH:32][CH:33]=2)=[CH:22][N:21]=1)([O-])=O.C(O)C>N1C=CC=CC=1>[OH2:14].[CH3:12][C:11]1[C:6]([NH:5][CH2:4][CH2:3][CH2:2][NH:1][C:20]2[NH:25][C:24](=[O:26])[C:23]([CH2:27][C:28]3[CH:29]=[N:30][C:31]([CH3:34])=[CH:32][CH:33]=3)=[CH:22][N:21]=2)=[N:7][CH:8]=[C:9]([N+:13]([O-:15])=[O:14])[CH:10]=1.[CH3:12][C:11]1[C:6]([NH:5][CH2:4][CH2:3][CH2:2][NH:19][C:20]2[NH:25][C:24](=[O:26])[C:23]([CH2:27][C:28]3[CH:29]=[N:30][C:31]([CH3:34])=[CH:32][CH:33]=3)=[CH:22][N:21]=2)=[N:7][CH:8]=[C:9]([N+:13]([O-:15])=[O:14])[CH:10]=1 |f:4.5.6|. Procedure details: 2-(3-Aminopropylamino)-3-methyl-5-nitropyridine, (1.58 g) and 2-nitroamino-5-(6-methylpyrid-3-ylmethyl)-4-pyrimidone (1.44 g) were heated together under reflux in pyridine (3 ml) for 22 hr. On cooling, the mixture was treated with ethanol and a mustard coloured solid filtered off (1.88 g,) m.p. 166°-68° C. Recrystallisation from dimethyl formamide/ethanol and finally twice from dimethyl formamide/water gave 2-[3-(3-methyl-5-nitropyrid-2-ylamino)propylamino]-5-(6-methylpyrid-3-ylmethyl)-4-pyrimid... Reactants: COC(=O)C(NC(=O)C(C)NC(=O)OC(C)(C)C)c1ccccn1, Cl, C1COCCO1. Product: COC(=O)C(NC(=O)C(C)N)c1ccccn1. Reaction SMILES: [CH3:1][O:2][C:3]([CH:4]([c:5]1[n:6][cH:7][cH:8][cH:9][cH:10]1)[NH:11][C:12]([CH:13]([CH3:14])[NH:15][C:16]([O:17][C:18]([CH3:19])([CH3:20])[CH3:21])=[O:22])=[O:23])=[O:24].[ClH:25].[O:26]1[CH2:27][CH2:28][O:29][CH2:30][CH2:31]1>>[CH3:1][O:2][C:3]([CH:4]([c:5]1[n:6][cH:7][cH:8][cH:9][cH:10]1)[NH:11][C:12]([CH:13]([CH3:14])[NH2:15])=[O:23])=[O:24]. The reactants are C(=O)(O)[O-].[Na+] (NaHCO3), COC(=O)C=1SC(=CC1N(C(=O)[C@@H]1CC[C@H](CC1)C)C(CO)CO)Br (5-bromo-3-[(2-hydroxy-1-hydroxymethyl-ethyl)-(trans-4-methyl-cyclohexanecarbonyl)-amino]-thiophene-2-carboxylic acid methyl ester), C=O (paraformaldehyde), boron trifluoride-diethyl. The solvent is O1CCOCC1 (dioxane). Run at temperature 80 celsius, time 14 minute. The product is COC(=O)C=1SC=CC1 (thiophene-2-carboxylic acid methyl ester). Reaction SMILES: [CH3:1][O:2][C:3]([C:5]1[S:6][C:7](Br)=[CH:8][C:9]=1N(C(CO)CO)C([C@H]1CC[C@H](C)CC1)=O)=[O:4].C=O.C([O-])(O)=O.[Na+]>O1CCOCC1>[CH3:1][O:2][C:3]([C:5]1[S:6][CH:7]=[CH:8][CH:9]=1)=[O:4] |f:2.3|. Reported procedure: A mixture of 5-bromo-3-[(2-hydroxy-1-hydroxymethyl-ethyl)-(trans-4-methyl-cyclohexanecarbonyl)-amino]-thiophene-2-carboxylic acid methyl ester (18 mg, 0.041 mmol), paraformaldehyde (6 mg) and boron trifluoride-diethyl etherate (15 μl, 0.12 mmol) in dry dioxane (0.6 mL) was stirred at 80° C. for 14 min. It was cooled and added to ice and NaHCO3 solution mixture, extracted with ethyl acetate, washed with brine, dried and evaporated. Pure 5-bromo-3-[1,3]dioxan-5-yl-(trans-4-methyl-cyclohexanecarbon... Reactants: NC1=NC=NC(=C1C#N)N1CCC(CC1)C=1N(C=C(N1)C1=CC(=C(C=C1)F)C)CCNCC1CC1 (4-Amino-6-{4-[1-[2-(cyclopropylmethyl-amino)-ethyl]-4-(4-fluoro-3-methyl-phenyl)-1H-imidazol-2-yl]-piperidin-1-yl}-pyrimidine-5-carbonitrile), CN (methylamine). The product is NC1=NC=NC(=C1C#N)N1CCC(CC1)C=1N(C=C(N1)C1=CC(=C(C=C1)F)C)CCNC (4-Amino-6-{4-[4-(4-fluoro-3-methyl-phenyl)-1-(2-methylamino-ethyl)-1H-imidazol-2-yl]-piperidin-1-yl}-pyrimidine-5-carbonitrile). Reaction SMILES: [NH2:1][C:2]1[C:7]([C:8]#[N:9])=[C:6]([N:10]2[CH2:15][CH2:14][CH:13]([C:16]3[N:17]([CH2:29][CH2:30][NH:31][CH2:32]C4CC4)[CH:18]=[C:19]([C:21]4[CH:26]=[CH:25][C:24]([F:27])=[C:23]([CH3:28])[CH:22]=4)[N:20]=3)[CH2:12][CH2:11]2)[N:5]=[CH:4][N:3]=1.CN>>[NH2:1][C:2]1[C:7]([C:8]#[N:9])=[C:6]([N:10]2[CH2:15][CH2:14][CH:13]([C:16]3[N:17]([CH2:29][CH2:30][NH:31][CH3:32])[CH:18]=[C:19]([C:21]4[CH:26]=[CH:25][C:24]([F:27])=[C:23]([CH3:28])[CH:22]=4)[N:20]=3)[CH2:12][CH2:11]2)[N:5]=[CH:4][N:3]=1. Reported procedure: The title compound was prepared in an analogous manner as 4-Amino-6-{4-[1-[2-(cyclopropylmethyl-amino)-ethyl]-4-(4-fluoro-3-methyl-phenyl)-1H-imidazol-2-yl]-piperidin-1-yl}-pyrimidine-5-carbonitrile using methylamine instead of cyclopropylmethylamine. LC-MS: (M+1=435, obsd.=435). Reactants: C(NN)(=O)OC(C)(C)C (tert-butyl carbazate), C(C)(=O)N1N=C(C2=CC(=CC=C12)C(=O)Cl)C1=CC=C(C=C1)F (1-acetyl-3-(4-fluorophenyl)-1H-indazole-5-carbonyl chloride). The solvent is N1=CC=CC=C1 (pyridine). Run at time 18 hour. Yields the product C(C)(=O)N1N=C(C2=CC(=CC=C12)C(=O)O)C1=CC=C(C=C1)F (1-acetyl-3-(4-fluorophenyl)-1H-indazole-5-carboxylic acid). RXN SMILES: C(OC(C)(C)C)(=[O:4])NN.[C:10]([N:13]1[C:21]2[C:16](=[CH:17][C:18]([C:22](Cl)=[O:23])=[CH:19][CH:20]=2)[C:15]([C:25]2[CH:30]=[CH:29][C:28]([F:31])=[CH:27][CH:26]=2)=[N:14]1)(=[O:12])[CH3:11]>N1C=CC=CC=1>[C:10]([N:13]1[C:21]2[C:16](=[CH:17][C:18]([C:22]([OH:4])=[O:23])=[CH:19][CH:20]=2)[C:15]([C:25]2[CH:30]=[CH:29][C:28]([F:31])=[CH:27][CH:26]=2)=[N:14]1)(=[O:12])[CH3:11]. Procedure: To a solution containing tert-butyl carbazate (0.79 g, 0.006 mol) in pyridine (30 mL) was added 1-acetyl-3-(4-fluorophenyl)-1H-indazole-5-carbonyl chloride (1.7 g, 0.005 mol). The reaction mixture was allowed to stir at ambient temperature for 18 hours. Solvent was removed and water was added to the mixture. The reaction was extracted with ethyl acetate. Some 1-acetyl-3-(4-fluorophenyl)-1H-indazole-5-carboxylic acid was isolated. The reaction mixture was treated with an equivalent of tert-butyl ... Starting materials: Oc1ccc(Br)c2cnc(Cl)nc12, CC(C)(C)OC(=O)N1CCC(O)CC1, C1CCOC1, c1ccc(P(c2ccccc2)c2ccccc2)cc1. Yields the product CC(C)(C)OC(=O)N1CCC(Oc2ccc(Br)c3cnc(Cl)nc23)CC1. Reaction SMILES: [Br:34][c:35]1[c:36]2[cH:37][n:38][c:39]([Cl:46])[n:40][c:41]2[c:42]([OH:45])[cH:43][cH:44]1.[C:20]([CH3:21])([CH3:22])([CH3:23])[O:24][C:25](=[O:26])[N:27]1[CH2:28][CH2:29][CH:30]([OH:33])[CH2:31][CH2:32]1.[CH2:47]1[O:48][CH2:49][CH2:50][CH2:51]1.[c:1]1([P:2]([c:3]2[cH:4][cH:5][cH:6][cH:7][cH:8]2)[c:9]2[cH:10][cH:11][cH:12][cH:13][cH:14]2)[cH:15][cH:16][cH:17][cH:18][cH:19]1>>[C:20]([CH3:21])([CH3:22])([CH3:23])[O:24][C:25](=[O:26])[N:27]1[CH2:28][CH2:29][CH:30]([O:33][c:42]2[c:41]3[c:36]([c:35]([Br:34])[cH:44][cH:43]2)[cH:37][n:38][c:39]([Cl:46])[n:40]3)[CH2:31][CH2:32]1.